This data is from the Open Reaction Database (ORD), a public repository of structured organic reaction records. The task is: describe an organic reaction: reactants, conditions, products, and yield The reactants are FC1CCNCC1 (4-fluoropiperidine), Cl (HCl), TEA, FC1=C(C(=O)O)C=C(C(=C1)N)[N+](=O)[O-] (2-fluoro-4-amino-5-nitro-benzoic acid). Solvent: CN(C)C=O (DMF). Run at temperature 50 celsius, time 4.5 hour. The product is FC1CCN(CC1)C1=C(C(=O)O)C=C(C(=C1)N)[N+](=O)[O-] (2-(4-Fluoro-piperidinyl)-4-amino-5-nitro-benzoic acid). As a reaction SMILES: [F:1][CH:2]1[CH2:7][CH2:6][NH:5][CH2:4][CH2:3]1.Cl.F[C:10]1[CH:18]=[C:17]([NH2:19])[C:16]([N+:20]([O-:22])=[O:21])=[CH:15][C:11]=1[C:12]([OH:14])=[O:13]>CN(C=O)C>[F:1][CH:2]1[CH2:7][CH2:6][N:5]([C:10]2[CH:18]=[C:17]([NH2:19])[C:16]([N+:20]([O-:22])=[O:21])=[CH:15][C:11]=2[C:12]([OH:14])=[O:13])[CH2:4][CH2:3]1. Reported procedure: A mixture of 4-fluoropiperidine×HCl (691 mg, 4.9 mmol), TEA (2.2 ml, 16 mmol), 2-fluoro-4-amino-5-nitro-benzoic acid (900 mg, 4.5 mmol) and DMF (15 mL) is stirred for 4.5 h at 50° C. Then the mixture is concentrated, diluted with water and the precipitate is filtered and dried. The reactants are O=C([O-])[O-], CN1CCNCC1, ClCCOc1cccc2c1c1cccc3c1n2C(c1ccccc1)CO3, [I-], [K+], [K+], [Na+], CN(C)C=O. Yields the product CN1CCN(CCOc2cccc3c2c2cccc4c2n3C(c2ccccc2)CO4)CC1. RXN SMILES: [C:36](=[O:37])([O-:38])[O-:39].[CH3:27][N:28]1[CH2:29][CH2:30][NH:31][CH2:32][CH2:33]1.[Cl:1][CH2:2][CH2:3][O:4][c:5]1[cH:6][cH:7][cH:8][c:9]2[n:10]3[c:11]4[c:12]([cH:13][cH:14][cH:15][c:16]4[c:17]12)[O:18][CH2:19][CH:20]3[c:21]1[cH:22][cH:23][cH:24][cH:25][cH:26]1.[I-:35].[K+:40].[K+:41].[Na+:34].[O:42]=[CH:43][N:44]([CH3:45])[CH3:46]>>[CH2:2]([CH2:3][O:4][c:5]1[cH:6][cH:7][cH:8][c:9]2[n:10]3[c:11]4[c:12]([cH:13][cH:14][cH:15][c:16]4[c:17]12)[O:18][CH2:19][CH:20]3[c:21]1[cH:22][cH:23][cH:24][cH:25][cH:26]1)[N:31]1[CH2:30][CH2:29][N:28]([CH3:27])[CH2:33][CH2:32]1.